From a dataset of the Open Reaction Database (ORD), a public repository of structured organic reaction records. describe an organic reaction: reactants, conditions, products, and yield Starting materials: [BH4-], CCO, O=Cc1cc2c(cc1I)CCC2, [Na+]. As a reaction SMILES: [BH4-:13].[CH3:15][CH2:16][OH:17].[I:1][c:2]1[c:3]([CH:11]=[O:12])[cH:4][c:5]2[c:9]([cH:10]1)[CH2:8][CH2:7][CH2:6]2.[Na+:14]>>[I:1][c:2]1[c:3]([CH2:11][OH:12])[cH:4][c:5]2[c:9]([cH:10]1)[CH2:8][CH2:7][CH2:6]2. Product: OCc1cc2c(cc1I)CCC2. Starting materials: O=C([O-])[O-], CC(=O)Oc1ccc(C(=O)Nc2cc(CCc3ccccc3)ccc2C(=O)O)cc1, CO, [K+], [K+], C1CCOC1. The product is O=C(Nc1cc(CCc2ccccc2)ccc1C(=O)O)c1ccc(O)cc1. As a reaction SMILES: [C:1](=[O:2])([O-:3])[O-:4].[C:9](=[O:10])([CH3:11])[O:12][c:13]1[cH:14][cH:15][c:16]([C:17](=[O:18])[NH:19][c:20]2[c:21]([C:22](=[O:23])[OH:24])[cH:25][cH:26][c:27]([CH2:29][CH2:30][c:31]3[cH:32][cH:33][cH:34][cH:35][cH:36]3)[cH:28]2)[cH:37][cH:38]1.[CH3:7][OH:8].[K+:5].[K+:6].[O:39]1[CH2:40][CH2:41][CH2:42][CH2:43]1>>[OH:12][c:13]1[cH:14][cH:15][c:16]([C:17](=[O:18])[NH:19][c:20]2[c:21]([C:22](=[O:23])[OH:24])[cH:25][cH:26][c:27]([CH2:29][CH2:30][c:31]3[cH:32][cH:33][cH:34][cH:35][cH:36]3)[cH:28]2)[cH:37][cH:38]1. Reactants: [H-].[Na+] (NaH), C(C)(SCCCNC(=O)OC(C)(C)C)=O (S-3-(tert-butoxycarbonylamino)propyl ethanethioate), CI (MeI). Run in C1CCOC1 (THF). Reaction conditions: temperature 0 celsius, time 30 minute. Product: C(C)(SCCCN(C)C(=O)OC(C)(C)C)=O (S-3-(tert-butoxycarbonyl(methyl)amino)propyl ethanethioate). The yield is 84.6%. Reaction SMILES: [H-].[Na+].[C:3](=[O:17])([S:5][CH2:6][CH2:7][CH2:8][NH:9][C:10]([O:12][C:13]([CH3:16])([CH3:15])[CH3:14])=[O:11])[CH3:4].[CH3:18]I>C1COCC1>[C:3](=[O:17])([S:5][CH2:6][CH2:7][CH2:8][N:9]([C:10]([O:12][C:13]([CH3:16])([CH3:15])[CH3:14])=[O:11])[CH3:18])[CH3:4] |f:0.1|. Procedure: To a solution of NaH (0.57 g, 60%, 14.25 mmol) in 20 ml of THF at 0° C. was added S-3-(tert-butoxycarbonylamino)propyl ethanethioate (1.25 g, 5.36 mmol) under Ar. After stirring at 0° C. for 30 min, MeI (1.0 ml, 16.06 mmol) was added to the mixture. Stirring was continued at 0° C. for 2 h then RT overnight. The mixture was concentrated, redissolved in 120 ml of EtAc/Hexane (1:2), washed with 1 M NaH2PO4 NaCl (conc.), dried over MgSO4, filtered, evaporated and purified on SiO2 chromatography elut... Reactants: CC(C)(C)O, C=C1CC2C3CCC(=O)C3(C)CCC2C2(C)CCC(=O)C=C12, O=[Se]=O. The product is C=C1CC2C(CCC3(C)C(=O)CCC23)C2(C)C=CC(=O)C=C12. RXN SMILES: [C:26]([OH:27])([CH3:28])([CH3:29])[CH3:30].[CH2:1]=[C:2]1[CH2:3][CH:4]2[CH:5]3[CH2:6][CH2:7][C:8](=[O:22])[C:9]3([CH3:10])[CH2:11][CH2:12][CH:13]2[C:14]2([CH3:21])[CH2:15][CH2:16][C:17](=[O:20])[CH:18]=[C:19]12.[Se:23](=[O:24])=[O:25]>>[CH2:1]=[C:2]1[CH2:3][CH:4]2[CH:5]3[CH2:6][CH2:7][C:8](=[O:22])[C:9]3([CH3:10])[CH2:11][CH2:12][CH:13]2[C:14]2([CH3:21])[CH:15]=[CH:16][C:17](=[O:20])[CH:18]=[C:19]12. The reactants are C1=CC=CC=2C3=CC=CC=C3C(C12)COC(=O)NC(C(=O)OC)C(C)O (methyl 2-((((9H-fluoren-9-yl)methoxy)carbonyl)amino)-3-hydroxybutanoate), CC(=O)OI1(C=2C=CC=CC2C(=O)O1)(OC(=O)C)OC(=O)C (Dess-Martin periodinane), C([O-])([O-])=O.[Na+].[Na+] (sodium carbonate), S(=O)([O-])[O-].[Na+].[Na+] (sodium sulphite). Solvent: C(Cl)Cl (DCM), C(Cl)Cl (DCM). Run at time 8 hour. Yields the product C1=CC=CC=2C3=CC=CC=C3C(C12)COC(=O)NC(C(=O)OC)C(C)=O (Methyl 2-((((9H-fluoren-9-yl)methoxy)carbonyl)amino)-3-oxobutanoate). Reaction SMILES: [CH:1]1[C:13]2[CH:12]([CH2:14][O:15][C:16]([NH:18][CH:19]([CH:24]([OH:26])[CH3:25])[C:20]([O:22][CH3:23])=[O:21])=[O:17])[C:11]3[C:6](=[CH:7][CH:8]=[CH:9][CH:10]=3)[C:5]=2[CH:4]=[CH:3][CH:2]=1.CC(OI1(OC(C)=O)(OC(C)=O)OC(=O)C2C=CC=CC1=2)=O.C(=O)([O-])[O-].[Na+].[Na+].S([O-])([O-])=O.[Na+].[Na+]>C(Cl)Cl>[CH:10]1[C:11]2[CH:12]([CH2:14][O:15][C:16]([NH:18][CH:19]([C:24](=[O:26])[CH3:25])[C:20]([O:22][CH3:23])=[O:21])=[O:17])[C:13]3[C:5](=[CH:4][CH:3]=[CH:2][CH:1]=3)[C:6]=2[CH:7]=[CH:8][CH:9]=1 |f:2.3.4,5.6.7|. Procedure: To a solution of methyl 2-((((9H-fluoren-9-yl)methoxy)carbonyl)amino)-3-hydroxybutanoate (1.5 g, 4.22 mmol) in DCM (25 mL) was added portionwise Dess-Martin periodinane (1.790 g, 4.22 mmol). The reaction mixture was stirred at room temperature overnight. The resulting mixture was diluted with DCM and a 1:1 2M sodium carbonate (aq) and saturated sodium sulphite solution (aq) were added and stirred at room temperature for 15 minutes. The layers were separated and the organic layer dried over MgSO4... Starting materials: ClC1=CC=C(C(=N1)C)[N+](=O)[O-] (6-Chloro-2-methyl-3-nitro-pyridine), CN (methyl amine). Yields the product CNC1=NC(=C(C=C1)[N+](=O)[O-])C (methyl-(6-methyl-5-nitro-pyridin-2-yl)-amine). As a reaction SMILES: Cl[C:2]1[N:7]=[C:6]([CH3:8])[C:5]([N+:9]([O-:11])=[O:10])=[CH:4][CH:3]=1.[CH3:12][NH2:13]>>[CH3:12][NH:13][C:2]1[CH:3]=[CH:4][C:5]([N+:9]([O-:11])=[O:10])=[C:6]([CH3:8])[N:7]=1. Procedure: 6-Chloro-2-methyl-3-nitro-pyridine (0.6 g) was treated with methyl amine according to General Procedure U to give methyl-(6-methyl-5-nitro-pyridin-2-yl)-amine LCMS (m/z): 168. This was reduced under hydrogen atmosphere according to General Procedure Z to give 6,N*2*-dimethyl-pyridine-2,5-diamine (0.35 g), LCMS (m/z): 138. This was converted to 2-methyl-6-methylamino-pyridine-3-sulfonyl chloride according to General Procedure AA. The reactants are FC1=CC=C(C=C1)C=1NC(C(C#N)=CC1)=O (6-(p-fluorophenyl)-1,2-dihydro-2-oxonicotinonitrile), C1(=CC=CC=C1)N1CCNCC1 (N-phenylpiperazine). Run in CS(=O)C (dimethyl sulfoxide). Product: C1(=CC=CC=C1)N1CCN(CC1)C1=CC=C(C=C1)C=1NC(C(C#N)=CC1)=O (6-[p-(4-phenyl-1-piperazinyl)phenyl]-1,2-dihydro-2-oxonicotinonitrile). Reaction SMILES: F[C:2]1[CH:7]=[CH:6][C:5]([C:8]2[NH:9][C:10](=[O:16])[C:11](=[CH:14][CH:15]=2)[C:12]#[N:13])=[CH:4][CH:3]=1.[C:17]1([N:23]2[CH2:28][CH2:27][NH:26][CH2:25][CH2:24]2)[CH:22]=[CH:21][CH:20]=[CH:19][CH:18]=1>CS(C)=O>[C:17]1([N:23]2[CH2:28][CH2:27][N:26]([C:2]3[CH:7]=[CH:6][C:5]([C:8]4[NH:9][C:10](=[O:16])[C:11](=[CH:14][CH:15]=4)[C:12]#[N:13])=[CH:4][CH:3]=3)[CH2:25][CH2:24]2)[CH:22]=[CH:21][CH:20]=[CH:19][CH:18]=1. Procedure: From 12.9 g. of 6-(p-fluorophenyl)-1,2-dihydro-2-oxonicotinonitrile and 19.5 g. of N-phenylpiperazine in 180 ml. of dimethyl sulfoxide, there is obtained 6-[p-(4-phenyl-1-piperazinyl)phenyl]-1,2-dihydro-2-oxonicotinonitrile. The reactants are N1C=CC2=CC=C3C(=C12)CCCO3 (7,8-dihydro-9H-pyrano[2,3-g]indole), C(C)(C)(C)OC(=O)N[C@H](CN1C=CC2=CC=C3C(=C12)CCCO3)C ((S)-1-[2-(tert-butoxycarbonylamino)propyl]-7,8-dihydro-9H-pyrano[2,3-g]indole), O1C(C=CC2=C1C=1C=CNC1CC2)C(=O)O (5,6-dihydro-7H-pyrano[2,3-e]indole-2-carboxylic acid), N1C(=CC2=CC=C3C(=C12)CCCO3)C(=O)O (7,8-dihydro-9H-pyrano[2,3-g]indole-2-carboxylic acid), O1CC=CC2=C1C=1C=CNC1CC2 (5,6-dihydro-7H-pyrano[2,3-e]indole), O1C(=CC=C2CC=3CCNC3C=C21)C(=O)O (6,7-dihydro-5H-pyrano[3,2-f]indole-2-carboxylic acid). Product: N1C=CC2=CC=C3C(=C12)CCCO3 (7,8-Dihydro-9H-pyrano[2,3-g]indole), N1C=CC2=CC=C3C(=C12)CCCO3.O3CC=CC1=C3C=3C=CNC3CC1 (5,6-dihydro-7H-pyrano[2,3-e]indole 7,8-Dihydro-9H-pyrano[2,3-g]indole), O1CC=CC2=C1C=1C=CNC1CC2 (5,6-dihydro-7H-pyrano[2,3-e]indole), C(C)(C)(C)OC(=O)N[C@H](CN1CCC2=CC=C3C(=C12)CCCO3)C.C(C)(C)(C)OC(=O)N[C@H](CN3CCC1=CC=C2C(=C31)CCCO2)C ((S)-1-[2-(tert-Butoxycarbonylamino)propyl]-2,3,7,8-tetrahydro-9H-pyrano[2,3-g]indole (S)-1-[2-(tert-Butoxycarbonylamino)propyl]-2,3,7,8-tetrahydro-9H-pyrano[2,3-g]indole), product. Isolated yield 98.0%. Procedure details: To a stirred solution of 4-hydroxychroman (10.14 g, 67.5 mmol) in acetic acid (150 mL) under Ar was added acetic anhydride (12.7 mL, 135 mmol) and the mixture was heated at reflux for 3 h, then allowed to cool to ambient temperature. Palladium on carbon (10 wt %; 1.8 g, 2.5 mol %) was added and the mixture was shaken in a Parr hydrogenator under a 42 psi atmosphere of hydrogen overnight. The reaction mixture was filtered, the solvent was removed in vacuo and the residue was taken-up in ethyl ace... RXN SMILES: [NH:1]1[C:9]2[C:4](=[CH:5][CH:6]=[C:7]3[O:13][CH2:12][CH2:11][CH2:10][C:8]3=2)[CH:3]=[C:2]1C(O)=O.[O:17]1[C:29]2[C:21]([CH2:22][C:23]3[CH2:24][CH2:25][NH:26][C:27]=3[CH:28]=2)=[CH:20][CH:19]=[C:18]1C(O)=O.[O:33]1[C:38]2[C:39]3[CH:40]=[CH:41][NH:42][C:43]=3[CH2:44][CH2:45][C:37]=2[CH:36]=[CH:35][CH:34]1C(O)=O.N1C2C(=CC=C3OCCCC3=2)C=C1.[O:62]1[C:67]2[C:68]3[CH:69]=[CH:70][NH:71][C:72]=3[CH2:73][CH2:74][C:66]=2[CH:65]=[CH:64][CH2:63]1.[C:75]([O:79][C:80]([NH:82][C@@H:83]([CH3:98])[CH2:84][N:85]1[C:93]2[C:88](=[CH:89][CH:90]=[C:91]3[O:97][CH2:96][CH2:95][CH2:94][C:92]3=2)[CH:87]=[CH:86]1)=[O:81])([CH3:78])([CH3:77])[CH3:76]>>[NH:1]1[C:9]2[C:4](=[CH:5][CH:6]=[C:7]3[O:13][CH2:12][CH2:11][CH2:10][C:8]3=2)[CH:3]=[CH:2]1.[NH:26]1[C:27]2[C:23](=[CH:22][CH:21]=[C:29]3[O:17][CH2:18][CH2:19][CH2:20][C:28]3=2)[CH:24]=[CH:25]1.[O:33]1[C:38]2[C:39]3[CH:40]=[CH:41][NH:42][C:43]=3[CH2:44][CH2:45][C:37]=2[CH:36]=[CH:35][CH2:34]1.[O:62]1[C:67]2[C:68]3[CH:69]=[CH:70][NH:71][C:72]=3[CH2:73][CH2:74][C:66]=2[CH:65]=[CH:64][CH2:63]1.[C:75]([O:79][C:80]([NH:82][C@@H:83]([CH3:98])[CH2:84][N:85]1[C:93]2[C:88](=[CH:89][CH:90]=[C:91]3[O:97][CH2:96][CH2:95][CH2:94][C:92]3=2)[CH2:87][CH2:86]1)=[O:81])([CH3:78])([CH3:76])[CH3:77].[C:75]([O:79][C:80]([NH:82][C@@H:83]([CH3:98])[CH2:84][N:85]1[C:93]2[C:88](=[CH:89][CH:90]=[C:91]3[O:97][CH2:96][CH2:95][CH2:94][C:92]3=2)[CH2:87][CH2:86]1)=[O:81])([CH3:78])([CH3:76])[CH3:77] |f:7.8,10.11|. RXN SMILES: [BH3:45].[CH3:42][S:43][CH3:44].[CH3:46][OH:47].[Cl:1][c:2]1[cH:3][c:4]([C:10](=[O:11])[N:12]2[CH2:13][CH2:14][CH:15]([C:18]([OH:19])([c:20]3[cH:21][cH:22][c:23]([O:26][C:27]([F:28])([F:29])[F:30])[cH:24][cH:25]3)[c:31]3[cH:32][cH:33][c:34]([O:37][C:38]([F:39])([F:40])[F:41])[cH:35][cH:36]3)[CH2:16][CH2:17]2)[cH:5][cH:6][c:7]1[O:8][CH3:9].[O:48]1[CH2:49][CH2:50][CH2:51][CH2:52]1>>[Cl:1][c:2]1[cH:3][c:4]([CH2:10][N:12]2[CH2:13][CH2:14][CH:15]([C:18]([OH:19])([c:20]3[cH:21][cH:22][c:23]([O:26][C:27]([F:28])([F:29])[F:30])[cH:24][cH:25]3)[c:31]3[cH:32][cH:33][c:34]([O:37][C:38]([F:39])([F:40])[F:41])[cH:35][cH:36]3)[CH2:16][CH2:17]2)[cH:5][cH:6][c:7]1[O:8][CH3:9]. The reactants are B, CSC, CO, COc1ccc(C(=O)N2CCC(C(O)(c3ccc(OC(F)(F)F)cc3)c3ccc(OC(F)(F)F)cc3)CC2)cc1Cl, C1CCOC1. Yields the product COc1ccc(CN2CCC(C(O)(c3ccc(OC(F)(F)F)cc3)c3ccc(OC(F)(F)F)cc3)CC2)cc1Cl. Run in C1CCOC1 (THF). Reaction SMILES: COC1C=CC(P2(SP(C3C=CC(OC)=CC=3)(=S)S2)=[S:10])=CC=1.[CH2:23]([O:30][N:31]1[C:37](=[O:38])[N:36]2[CH2:39][C@H:32]1[CH2:33][CH2:34][C@H:35]2[C:40]([NH:42][NH:43][C:44]([CH:46]1[CH2:51][CH2:50][N:49]([C:52]([O:54][C:55]([CH3:58])([CH3:57])[CH3:56])=[O:53])[CH2:48][CH2:47]1)=O)=O)[C:24]1[CH:29]=[CH:28][CH:27]=[CH:26][CH:25]=1.C([O-])(O)=O.[Na+]>C1COCC1>[CH2:23]([O:30][N:31]1[C:37](=[O:38])[N:36]2[CH2:39][C@H:32]1[CH2:33][CH2:34][C@H:35]2[C:40]1[S:10][C:44]([CH:46]2[CH2:51][CH2:50][N:49]([C:52]([O:54][C:55]([CH3:58])([CH3:57])[CH3:56])=[O:53])[CH2:48][CH2:47]2)=[N:43][N:42]=1)[C:24]1[CH:29]=[CH:28][CH:27]=[CH:26][CH:25]=1 |f:2.3|. Product: C(C1=CC=CC=C1)ON1[C@@H]2CC[C@H](N(C1=O)C2)C2=NN=C(S2)C2CCN(CC2)C(=O)OC(C)(C)C (tert-butyl 4-(5-((2S,5R)-6-(benzyloxy)-7-oxo-1,6-diaza-bicyclo[3.2.1]octan-2-yl)-1,3,4-thiadiazol-2-yl)piperidine-1-carboxylate). Yield: 56.5%. Reactants: COC=1C=CC(=CC1)P2(=S)SP(=S)(S2)C=3C=CC(=CC3)OC (Lawesson's reagent), C(C1=CC=CC=C1)ON1[C@@H]2CC[C@H](N(C1=O)C2)C(=O)NNC(=O)C2CCN(CC2)C(=O)OC(C)(C)C (tert-butyl 4-(2-((2S,5R)-6-(benzyloxy)-7-oxo-1,6-diaza-bicyclo[3.2.1]octane-2-carbonyl)hydrazinecarbonyl)piperidine-1-carboxylate), C(=O)(O)[O-].[Na+] (NaHCO3). Reaction conditions: temperature 70 celsius, time 0.5 hour. Procedure details: Lawesson's reagent (0.16 g, 6 mol) was added to a solution of tert-butyl 4-(2-((2S,5R)-6-(benzyloxy)-7-oxo-1,6-diaza-bicyclo[3.2.1]octane-2-carbonyl)hydrazinecarbonyl)piperidine-1-carboxylate (0.16 g, 0.319 mmol) in THF (20 mL). The reaction mixture was stirred at 70° C. for 0.5 h. The solution was cooled to room temperature and sat. NaHCO3 was added. The organic layer was separated and the aqueous layer was exacted with EtOAc (2×). The combined organic layer was dried over Na2SO4 and concentrat...